The task is: describe an organic reaction: reactants, conditions, products, and yield. This data is from the Open Reaction Database (ORD), a public repository of structured organic reaction records. Starting materials: N1=C(Br)N=C(Br)N=C1Br (cyanuric bromide), C([O-])(O)=O.[Na+] (sodium bicarbonate), CO (methanol). Run in O (water). Reaction conditions: time 2 hour. Product: BrC1=NC(=NC(=N1)OC)OC (2-bromo-4,6-dimethoxy-s-triazine). As a reaction SMILES: [N:1]1[C:8](Br)=[N:7][C:5](Br)=[N:4][C:2]=1[Br:3].[C:10](=[O:13])(O)[O-].[Na+].[CH3:15][OH:16]>O>[Br:3][C:2]1[N:4]=[C:5]([O:16][CH3:15])[N:7]=[C:8]([O:13][CH3:10])[N:1]=1 |f:1.2|. Procedure: A mixture of 3.17 g. (0.01 mole) of cyanuric bromide, 1.78 g sodium bicarbonate and 18 ml. methanol was heated under refluxing conditions with stirring for 2 hours. The mixture was cooled and diluted with 50 ml. water. The product was isolated by filtration, washed with water and dried, giving 1.79 g. of white solid, m.p. 118°-120°C.; crystallized from 75 ml. cyclohexane, m.p. 120°-121°C. Reactants: C(C)(CC)[Li].C1CCCCC1 (sec-butyl lithium cyclohexane), C(C)(C)(C)OC(=O)NC1=C(C=C(C=C1)OC)C (N-tert-butoxycarbonyl-4-methoxy-2-methylaniline), CON(C(=O)C1CC1)C (N-methoxy-N-methylcyclopropylcarboxamide), C(C)(C)(C)OC(=O)NC1=C(C=C(C=C1)OC)CC(CC)=O (1-[2-(tert-Butoxycarbonylamino)-5-methoxyphenyl]-2-butanone). Run in C1CCOC1 (THF), C1CCOC1 (THF). Conditions: temperature -55 celsius, time 1 hour. The product is C1(CC1)C(=O)C1=C(C=CC(=C1)OC)NC(=O)OC(C)(C)C ([2-(tert-butoxycarbonylamino)-5-methoxyphenyl] cyclopropyl ketone). Yield: 77.0%. As a reaction SMILES: [C:1]([O:5][C:6]([NH:8][C:9]1[CH:14]=[CH:13][C:12]([O:15][CH3:16])=[CH:11][C:10]=1[CH2:17][C:18](=O)[CH2:19][CH3:20])=[O:7])([CH3:4])([CH3:3])[CH3:2].C([Li])(CC)C.C1CCCCC1.C([O:37]C(NC1C=CC(OC)=CC=1C)=O)(C)(C)C.CON(C)C(C1CC1)=O>C1COCC1>[CH:18]1([C:17]([C:10]2[CH:11]=[C:12]([O:15][CH3:16])[CH:13]=[CH:14][C:9]=2[NH:8][C:6]([O:5][C:1]([CH3:4])([CH3:3])[CH3:2])=[O:7])=[O:37])[CH2:20][CH2:19]1 |f:1.2|. Procedure: 1-[2-(tert-Butoxycarbonylamino)-5-methoxyphenyl]-2-butanone. A solution of 1.3M sec-butyl lithium/cyclohexane (100 mL, 0.13 mol) was added slowly to 15.17 g (0.065 mol) of N-tert-butoxycarbonyl-4-methoxy-2-methylaniline in 230 mL of THF while keeping the temperature below −40° C. with a dry ice-ethanol bath. The bath was removed and the temperature allowed to rise to −20° C. and then the bath was replaced. After the temperature had cooled to −55° C., 8.4 g (0.065 mol) of N-methoxy-N-methylcyclop...